This data is from the Open Reaction Database (ORD), a public repository of structured organic reaction records. The task is: describe an organic reaction: reactants, conditions, products, and yield Reaction SMILES: [Cl:1][C:2]1[CH:3]=[C:4]2[C:8](=[CH:9][CH:10]=1)[N:7]([C:11]([NH2:13])=[O:12])[C:6](=[O:14])[CH2:5]2.[CH3:15][S:16][C:17]1[O:21][C:20](C(Cl)=O)=[N:19][N:18]=1>CN(C1C=CN=CC=1)C.CN(C)C=O>[Cl:1][C:2]1[CH:3]=[C:4]2[C:8](=[CH:9][CH:10]=1)[N:7]([C:11]([NH2:13])=[O:12])[C:6](=[O:14])[CH:5]2[C:20]1[O:21][C:17]([S:16][CH3:15])=[N:18][N:19]=1. The solvent is CN(C=O)C (N,N-dimethylformamide). Isolated yield 44.2%. Starting materials: ClC=1C=C2CC(N(C2=CC1)C(=O)N)=O (5-chloro-2-oxindole-1-carboxamide), CSC1=NN=C(O1)C(=O)Cl (5-methylthio-1,3,4-oxadiazol-2-carbonyl chloride). Procedure details: Using the procedure of Example 32, a 30 ml N,N-dimethylformamide solution of 958 mg (4.55 mmoles) of 5-chloro-2-oxindole-1-carboxamide and 1.50 g (12.28 mmoles) of 4-(N,N-dimethylamino)pyridine was reacted with 975 mg (5.46 mmoles) of 5-methylthio-1,3,4-oxadiazol-2-carbonyl chloride (U.S. Pat. No. 4,001,238). After acidic workup a crude orange solid (1.25 g, 78% yield) was obtained. Suspension in hot glacial acetic acid followed by filtration furnished the pure title compound (710 mg, 2.01 mmole... Reagents/catalysts: CN(C)C1=CC=NC=C1 (4-(N,N-dimethylamino)pyridine). Yields the product ClC=1C=C2C(C(N(C2=CC1)C(=O)N)=O)C=1OC(=NN1)SC (5-Chloro-3-(5-methylthio-1,3,4-oxadiazol-2-yl)-2-oxindole-1-carboxamide). Starting materials: C(#C)C1=CC2=C(N=C(S2)S)C=C1 (6-ethynylbenzo[d]thiazole-2-thiol), C(=O)([O-])[O-].[K+].[K+] (K2CO3), CI (MeI). Solvent: CN(C)C=O (DMF). Reaction conditions: time 2 hour. The product is C(#C)C1=CC2=C(N=C(S2)SC)C=C1 (6-ethynyl-2-(methylthio)benzo[d]thiazole). Isolated yield 139.2%. RXN SMILES: [C:1]([C:3]1[CH:12]=[CH:11][C:6]2[N:7]=[C:8]([SH:10])[S:9][C:5]=2[CH:4]=1)#[CH:2].[C:13]([O-])([O-])=O.[K+].[K+].CI>CN(C=O)C>[C:1]([C:3]1[CH:12]=[CH:11][C:6]2[N:7]=[C:8]([S:10][CH3:13])[S:9][C:5]=2[CH:4]=1)#[CH:2] |f:1.2.3|. Procedure: To a stirred solution of 6-ethynylbenzo[d]thiazole-2-thiol (4.0 g, 21 mmol) from Step 2 of this Example in 20 mL of DMF at 0° C. were added K2CO3 (7.25 g, 5.25 mmol), and MeI (5 mL). The mixture was stirred at rt for 2 h before it was partitioned between EtOAc and water, the organic layer was washed with brine, dried over Na2SO4, and concentrated under reduced pressure. The residue was purified by silica gel chromatography eluting with 3:1 DCM/hexanes to afford 6-ethynyl-2-(methylthio)benzo[d]th... Starting materials: N(=[N+]=[N-])C1=C(C(=C(C(=O)OCC2=CC=CC=C2)C=C1OCC1=CC=CC=C1)NC1=C(C=CC=C1)Cl)F (benzyl 4-azido-5-(benzyloxy)-2-((2-chlorophenyl)amino)-3-fluorobenzoate), [H][H] (hydrogen). The reagents and catalysts are [Pd] (palladium on carbon). Solvent: CO (MeOH). Conditions: time 3 hour. The product is NC1=C(C(=C(C(=O)O)C=C1O)NC1=C(C=CC=C1)Cl)F (4-amino-2-((2-chlorophenyl)amino)-3-fluoro-5-hydroxy benzoic acid). Reaction SMILES: [N:1]([C:4]1[C:19]([O:20]CC2C=CC=CC=2)=[CH:18][C:7]([C:8]([O:10]CC2C=CC=CC=2)=[O:9])=[C:6]([NH:28][C:29]2[CH:34]=[CH:33][CH:32]=[CH:31][C:30]=2[Cl:35])[C:5]=1[F:36])=[N+]=[N-].[H][H]>CO.[Pd]>[NH2:1][C:4]1[C:19]([OH:20])=[CH:18][C:7]([C:8]([OH:10])=[O:9])=[C:6]([NH:28][C:29]2[CH:34]=[CH:33][CH:32]=[CH:31][C:30]=2[Cl:35])[C:5]=1[F:36]. Procedure details: To a solution of compound benzyl 4-azido-5-(benzyloxy)-2-((2-chlorophenyl)amino)-3-fluorobenzoate (22.97 g, 45.67 mmol) in MeOH (500 mL) was added and 10% palladium on carbon (3.80 g) under nitrogen atmosphere. Then the nitrogen atmosphere was completely changed to hydrogen atmosphere. The mixture was stirred for 3 h at ambient temperature. After the insoluble matter was filtered off, the solvent was evaporated under reduced pressure to give the desired product, which was used directly in the ne... The reactants are compound, FC1=CC=C(N)C=C1 (4-fluoroaniline), ClC1=CC=C(C=C1)NC1=C(CN2C(N(C(C2(C)C)=O)C2=CC(=C(C#N)C=C2)C(F)(F)F)=O)C=C(C=C1)C(F)(F)F (4-{3-[2-(4-chlorophenylamino)-5-trifluoromethylbenzyl]-4,4-dimethyl-2,5-dioxoimidazolidin-1-yl}-2-trifluoromethylbenzonitrile), compound. The product is FC1=CC=C(C=C1)NC1=C(CN2C(N(C(C2(C)C)=O)C2=CC(=C(C#N)C=C2)C(F)(F)F)=O)C=C(C=C1)C(F)(F)F (4-{3-[2-(4-fluorophenylamino)-5-trifluoromethylbenzyl]-4,4-dimethyl-2,5-dioxoimidazolidin-1-yl}-2-trifluoromethylbenzonitrile). As a reaction SMILES: Cl[C:2]1[CH:7]=[CH:6][C:5]([NH:8][C:9]2[CH:36]=[CH:35][C:34]([C:37]([F:40])([F:39])[F:38])=[CH:33][C:10]=2[CH2:11][N:12]2[C:16]([CH3:18])([CH3:17])[C:15](=[O:19])[N:14]([C:20]3[CH:27]=[CH:26][C:23]([C:24]#[N:25])=[C:22]([C:28]([F:31])([F:30])[F:29])[CH:21]=3)[C:13]2=[O:32])=[CH:4][CH:3]=1.[F:41]C1C=CC(N)=CC=1>>[F:41][C:2]1[CH:7]=[CH:6][C:5]([NH:8][C:9]2[CH:36]=[CH:35][C:34]([C:37]([F:40])([F:39])[F:38])=[CH:33][C:10]=2[CH2:11][N:12]2[C:16]([CH3:18])([CH3:17])[C:15](=[O:19])[N:14]([C:20]3[CH:27]=[CH:26][C:23]([C:24]#[N:25])=[C:22]([C:28]([F:31])([F:30])[F:29])[CH:21]=3)[C:13]2=[O:32])=[CH:4][CH:3]=1. Reported procedure: The compound of example 19, 4-{3-[2-(4-chlorophenylamino)-5-trifluoromethylbenzyl]-4,4-dimethyl-2,5-dioxoimidazolidin-1-yl}-2-trifluoromethylbenzonitrile (molecular weight 580.11 (C27H19ClF6N4O2); retention time Rt=3.21 min. [C]; MS (ESI): 581.18 (MH+) was prepared like the compound of example 17 with the difference that, in the second stage of the synthesis, instead of 4-fluoroaniline, The yield is 95.6%. Run at time 2 hour. Solvent: CO (methanol), O1CCCC1 (tetrahydrofuran). RXN SMILES: C([O:8][CH2:9][CH2:10][O:11][C:12]1[CH:13]=[CH:14][C:15]2[NH:19][C:18](=[O:20])[N:17]([CH3:21])[C:16]=2[CH:22]=1)C1C=CC=CC=1>[Pd].CO.O1CCCC1>[OH:8][CH2:9][CH2:10][O:11][C:12]1[CH:13]=[CH:14][C:15]2[NH:19][C:18](=[O:20])[N:17]([CH3:21])[C:16]=2[CH:22]=1. The reactants are C(C1=CC=CC=C1)OCCOC=1C=CC2=C(N(C(N2)=O)C)C1 (6-(2-benzyloxy-ethoxy)-1-methyl-1,3-dihydro-benzoimidazol-2-one). Reagents/catalysts: [Pd] (palladium on carbon). Procedure: A mixture of 6-(2-benzyloxy-ethoxy)-1-methyl-1,3-dihydro-benzoimidazol-2-one (0.69 g, 2.31 mmol) and 20% palladium on carbon (0.10 g) in methanol (10 ml) and tetrahydrofuran (10 ml) was stirred under a hydrogen atmosphere (1 atm) for 2 h. After removal of the catalyst, the catalyst was washed with boiling methanol (50 ml). The filtrate was evaporated to give 6-(2-hydroxy-ethoxy)-1-methyl-1,3-dihydro-benzoimidazol-2-one (0.46 g, 96%) as a solid. 1H NMR (DMSO) 10.54 (1H, s), 6.78 (1H, d, J=8.3), 6... Yields the product OCCOC=1C=CC2=C(N(C(N2)=O)C)C1 (6-(2-hydroxy-ethoxy)-1-methyl-1,3-dihydro-benzoimidazol-2-one). Reactants: N1(CCCCC1)CCOC1=CC2=C(C=N1)N/C(/N2C2CCNCC2)=N\C(C2=CC=CC=C2)=O ((E)-N-(6-(2-(piperidin-1-yl)ethoxy)-1-(piperidin-4-yl)-1H-imidazo[4,5-c]pyridin-2(3H)-ylidene)benzamide), CC(C)S(=O)(=O)Cl (2-propanesulphonyl chloride). Yields the product C(C)(C)S(=O)(=O)N1CCC(CC1)N1\C(\NC=2C=NC(=CC21)OCCN2CCCCC2)=N\C(C2=CC=CC=C2)=O ((E)-N-(1-(1-(Isopropylsulfonyl)piperidin-4-yl)-6-(2-(piperidin-1-yl)ethoxy)-1H-imidazo[4,5-c]pyridin-2(3H)-ylidene)benzamide), C(C)S(=O)(=O)N1CCC(CC1)N1\C(\NC=2C=NC(=CC21)OCCN2CCCCC2)=N\C(C2=CC=CC=C2)=O ((E)-N-(1-(1-(ethylsulfonyl)piperidin-4-yl)-6-(2-(piperidin-1-yl)ethoxy)-1H-imidazo[4,5-c]pyridin-2(3H)-ylidene)benzamide). Isolated yield 19.0%. RXN SMILES: [N:1]1([CH2:7][CH2:8][O:9][C:10]2[N:15]=[CH:14][C:13]3[NH:16]/[C:17](=[N:25]\[C:26](=[O:33])[C:27]4[CH:32]=[CH:31][CH:30]=[CH:29][CH:28]=4)/[N:18]([CH:19]4[CH2:24][CH2:23][NH:22][CH2:21][CH2:20]4)[C:12]=3[CH:11]=2)[CH2:6][CH2:5][CH2:4][CH2:3][CH2:2]1.[CH3:34][CH:35]([S:37](Cl)(=[O:39])=[O:38])[CH3:36]>>[CH:35]([S:37]([N:22]1[CH2:21][CH2:20][CH:19]([N:18]2[C:12]3[CH:11]=[C:10]([O:9][CH2:8][CH2:7][N:1]4[CH2:2][CH2:3][CH2:4][CH2:5][CH2:6]4)[N:15]=[CH:14][C:13]=3[NH:16]/[C:17]/2=[N:25]\[C:26](=[O:33])[C:27]2[CH:32]=[CH:31][CH:30]=[CH:29][CH:28]=2)[CH2:24][CH2:23]1)(=[O:39])=[O:38])([CH3:36])[CH3:34].[CH2:35]([S:37]([N:22]1[CH2:21][CH2:20][CH:19]([N:18]2[C:12]3[CH:11]=[C:10]([O:9][CH2:8][CH2:7][N:1]4[CH2:2][CH2:3][CH2:4][CH2:5][CH2:6]4)[N:15]=[CH:14][C:13]=3[NH:16]/[C:17]/2=[N:25]\[C:26](=[O:33])[C:27]2[CH:32]=[CH:31][CH:30]=[CH:29][CH:28]=2)[CH2:24][CH2:23]1)(=[O:39])=[O:38])[CH3:34]. Procedure details: The title compound was prepared from (E)-N-(6-(2-(piperidin-1-yl)ethoxy)-1-(piperidin-4-yl)-1H-imidazo[4,5-c]pyridin-2(3H)-ylidene)benzamide and 2-propanesulphonyl chloride using a method analogous to the preparation of (E)-N-(1-(1-(ethylsulfonyl)piperidin-4-yl)-6-(2-(piperidin-1-yl)ethoxy)-1H-imidazo[4,5-c]pyridin-2(3H)-ylidene)benzamide (20 mg, 19.0% yield). MS m/z=555.2 [M+H]. Calc'd for C28H38N6O4S: 554.3 The reactants are C=CCN1CC(C)N(C(c2ccc(C(=O)N(CC)CC)cc2)c2cccc(O)c2)CC1C, Cc1ccccc1. Product: CCCN1CC(C)N(C(c2ccc(C(=O)N(CC)CC)cc2)c2cccc(O)c2)CC1C. As a reaction SMILES: [CH2:1]([CH:2]=[CH2:3])[N:4]1[CH2:5][CH:6]([CH3:32])[N:7]([CH:11]([c:12]2[cH:13][c:14]([OH:18])[cH:15][cH:16][cH:17]2)[c:19]2[cH:20][cH:21][c:22]([C:23](=[O:24])[N:25]([CH2:26][CH3:27])[CH2:28][CH3:29])[cH:30][cH:31]2)[CH2:8][CH:9]1[CH3:10].[CH3:33][c:34]1[cH:35][cH:36][cH:37][cH:38][cH:39]1>>[CH2:1]([CH2:2][CH3:3])[N:4]1[CH2:5][CH:6]([CH3:32])[N:7]([CH:11]([c:12]2[cH:13][c:14]([OH:18])[cH:15][cH:16][cH:17]2)[c:19]2[cH:20][cH:21][c:22]([C:23](=[O:24])[N:25]([CH2:26][CH3:27])[CH2:28][CH3:29])[cH:30][cH:31]2)[CH2:8][CH:9]1[CH3:10].